From a dataset of the Open Reaction Database (ORD), a public repository of structured organic reaction records. describe an organic reaction: reactants, conditions, products, and yield Run in CN(C)C=O (DMF). The yield is 96.3%. Procedure details: A round-bottomed flask was charged with 2-cyclopropyl-5-((2-(trimethylsilyl)ethoxy)methyl)-5H-pyrrolo[2,3-b]pyrazine-7-carboxylic acid (0.12 g, 0.36 mmol), (R)-2-amino-1-(4-hydroxy-4-phenylpiperidin-1-yl)-3,3-dimethylbutan-1-one (191 mg, 0.49 mmol), HOBT (61 mg, 0.40 mmol) and EDC (76 mg, 0.40 mmol). Then added DMF (1.6 mL) followed by N,N-diisopropylethylamine (0.12 mL, 0.68 mmol). The reaction mixture was stirred at room temperature over the weekend the quenched with water and extracted with d... As a reaction SMILES: [CH:1]1([C:4]2[N:5]=[C:6]3[C:12]([C:13](O)=[O:14])=[CH:11][N:10]([CH2:16][O:17][CH2:18][CH2:19][Si:20]([CH3:23])([CH3:22])[CH3:21])[C:7]3=[N:8][CH:9]=2)[CH2:3][CH2:2]1.[NH2:24][C@H:25]([C:41]([CH3:44])([CH3:43])[CH3:42])[C:26]([N:28]1[CH2:33][CH2:32][C:31]([OH:40])([C:34]2[CH:39]=[CH:38][CH:37]=[CH:36][CH:35]=2)[CH2:30][CH2:29]1)=[O:27].C1C=CC2N(O)N=NC=2C=1.C(Cl)CCl.C(N(CC)C(C)C)(C)C>CN(C=O)C>[OH:40][C:31]1([C:34]2[CH:35]=[CH:36][CH:37]=[CH:38][CH:39]=2)[CH2:30][CH2:29][N:28]([C:26]([C@H:25]([NH:24][C:13]([C:12]2[C:6]3[C:7](=[N:8][CH:9]=[C:4]([CH:1]4[CH2:3][CH2:2]4)[N:5]=3)[N:10]([CH2:16][O:17][CH2:18][CH2:19][Si:20]([CH3:23])([CH3:22])[CH3:21])[CH:11]=2)=[O:14])[C:41]([CH3:44])([CH3:43])[CH3:42])=[O:27])[CH2:33][CH2:32]1. Starting materials: C1(CC1)C=1N=C2C(=NC1)N(C=C2C(=O)O)COCC[Si](C)(C)C (2-cyclopropyl-5-((2-(trimethylsilyl)ethoxy)methyl)-5H-pyrrolo[2,3-b]pyrazine-7-carboxylic acid), N[C@@H](C(=O)N1CCC(CC1)(C1=CC=CC=C1)O)C(C)(C)C ((R)-2-amino-1-(4-hydroxy-4-phenylpiperidin-1-yl)-3,3-dimethylbutan-1-one), C=1C=CC2=C(C1)N=NN2O (HOBT), C(CCl)Cl (EDC), C(C)(C)N(C(C)C)CC (N,N-diisopropylethylamine). Product: OC1(CCN(CC1)C(=O)[C@@H](C(C)(C)C)NC(=O)C1=CN(C2=NC=C(N=C21)C2CC2)COCC[Si](C)(C)C)C2=CC=CC=C2 (2-cyclopropyl-5-(2-trimethylsilanyl-ethoxymethyl)-5H-pyrrolo[2,3-b]pyrazine-7-carboxylic acid [(R)-1-(4-hydroxy-4-phenyl-piperidine-1-carbonyl)-2,2-dimethyl-propyl]-amide). The reactants are [Li]C, COC(=O)C=Cc1cccc(OC)c1, [I-], O. Yields the product COC(=O)CC(C)c1cccc(OC)c1. RXN SMILES: [CH3:2][Li:3].[CH3:4][O:5][c:6]1[cH:7][c:8]([CH:9]=[CH:10][C:11](=[O:12])[O:13][CH3:14])[cH:15][cH:16][cH:17]1.[I-:1].[OH2:18]>>[CH3:2][CH:9]([c:8]1[cH:7][c:6]([O:5][CH3:4])[cH:17][cH:16][cH:15]1)[CH2:10][C:11](=[O:12])[O:13][CH3:14]. Starting materials: BrC=1N=C2C(=NC1)N(C=C2C(C(C)(C)C)=O)COCC[Si](C)(C)C (1-[2-bromo-5-(2-trimethylsilanyl-ethoxymethyl)-5H-pyrrolo[2,3-b]pyrazin-7-yl]-2,2-dimethyl-propan-1-one), O1CCOCC1 (dioxane), C(C)(C)(C)P(C1=C(C=CC=C1)C1=C(C=C(C=C1C(C)C)C(C)C)C(C)C)C(C)(C)C (2-di-t-butylphosphino-2′,4′,6′-triisopropyl-1,1′-biphenyl), [OH-].[K+] (KOH). The reagents and catalysts are C=1C=CC(=CC1)/C=C/C(=O)/C=C/C2=CC=CC=C2.C=1C=CC(=CC1)/C=C/C(=O)/C=C/C2=CC=CC=C2.C=1C=CC(=CC1)/C=C/C(=O)/C=C/C2=CC=CC=C2.[Pd].[Pd] (Pd2(dba)3). Run in O (water). Conditions: temperature 100 celsius, time 15 hour. Product: EtOAc hexanes, CC(C(=O)C1=CN(C=2N=CC(NC21)=O)COCC[Si](C)(C)C)(C)C (7-(2,2-dimethyl-propionyl)-5-(2-trimethylsilanyl-ethoxymethyl)-1,5-dihydro-pyrrolo[2,3-b]pyrazin-2-one). Isolated yield 51.0%. Reaction SMILES: Br[C:2]1[N:3]=[C:4]2[C:10]([C:11](=[O:16])[C:12]([CH3:15])([CH3:14])[CH3:13])=[CH:9][N:8]([CH2:17][O:18][CH2:19][CH2:20][Si:21]([CH3:24])([CH3:23])[CH3:22])[C:5]2=[N:6][CH:7]=1.[O:25]1CCOCC1.C(P(C(C)(C)C)C1C=CC=CC=1C1C(C(C)C)=CC(C(C)C)=CC=1C(C)C)(C)(C)C.[OH-].[K+]>C1C=CC(/C=C/C(/C=C/C2C=CC=CC=2)=O)=CC=1.C1C=CC(/C=C/C(/C=C/C2C=CC=CC=2)=O)=CC=1.C1C=CC(/C=C/C(/C=C/C2C=CC=CC=2)=O)=CC=1.[Pd].[Pd].O>[CH3:13][C:12]([CH3:15])([CH3:14])[C:11]([C:10]1[C:4]2[NH:3][C:2](=[O:25])[CH:7]=[N:6][C:5]=2[N:8]([CH2:17][O:18][CH2:19][CH2:20][Si:21]([CH3:24])([CH3:23])[CH3:22])[CH:9]=1)=[O:16] |f:3.4,5.6.7.8.9|. Procedure: A mixture of 1-[2-bromo-5-(2-trimethylsilanyl-ethoxymethyl)-5H-pyrrolo[2,3-b]pyrazin-7-yl]-2,2-dimethyl-propan-1-one (0.067 g, 0.16 mmol), 0.4 mL dioxane, 0.4 mL water, Pd2(dba)3 (0.009 g, 0.01 mmol), 2-di-t-butylphosphino-2′,4′,6′-triisopropyl-1,1′-biphenyl (0.008 g, 0.02 mmol), and freshly ground KOH (0.038 g, 0.67 mmol) in a sealed tube under N2 was stirred at 100° C. for 15 h. The resulting orange-black mixture was partitioned between 5 mL of ethyl acetate and 5 mL of water, with a few drops... Reactants: FC(C(=O)O)(F)F.NC1=NC=NC2=CC(=CC=C12)CN1C([C@@H](N([C@H](C1)C)CC=CC=1SC(=CC1)Cl)C)=O ((3S, 5S)-1-(4-Amino-quinazolin-7-ylmethyl)-4-[3-(5-chloro-thiophen-2-yl)-allyl]-3,5-dimethyl-piperazin-2-one trifluoroacetic acid salt), FC(C(=O)O)(F)F.NC1=NC=NC2=CC(=CC=C12)CN1C([C@@H](N([C@@H](C1)C)CC=CC=1SC(=CC1)Cl)C)=O ((3S, 5R)-1-(4-Amino-quinazolin-7-ylmethyl)-4-[3-(5-chloro-thiophen-2-yl)-allyl]-3,5-dimethyl-piperazin-2-one trifluoroacetic acid salt). Yields the product NC1=NC=NC2=CC(=CC=C12)CN1C([C@@H](N([C@@H](C1)C)CC=CC=1SC(=CC1)Cl)C)=O ((3S,5R)-1-(4-Amino-quinazolin-7-ylmethyl)-4-[3-(5-chloro-thiophen-2-yl)-allyl]-3,5-dimethyl-piperazin-2-one). RXN SMILES: FC(F)(F)C(O)=O.[NH2:8][C:9]1[C:18]2[C:13](=[CH:14][C:15]([CH2:19][N:20]3[CH2:25][C@H:24]([CH3:26])[N:23]([CH2:27][CH:28]=[CH:29][C:30]4[S:31][C:32]([Cl:35])=[CH:33][CH:34]=4)[C@@H:22]([CH3:36])[C:21]3=[O:37])=[CH:16][CH:17]=2)[N:12]=[CH:11][N:10]=1.FC(F)(F)C(O)=O.NC1C2C(=CC(CN3C[C@@H](C)N(CC=CC4SC(Cl)=CC=4)[C@@H](C)C3=O)=CC=2)N=CN=1>>[NH2:8][C:9]1[C:18]2[C:13](=[CH:14][C:15]([CH2:19][N:20]3[CH2:25][C@@H:24]([CH3:26])[N:23]([CH2:27][CH:28]=[CH:29][C:30]4[S:31][C:32]([Cl:35])=[CH:33][CH:34]=4)[C@@H:22]([CH3:36])[C:21]3=[O:37])=[CH:16][CH:17]=2)[N:12]=[CH:11][N:10]=1 |f:0.1,2.3|. Procedure details: The major epimer is assigned as (3S, 5S)-1-(4-Amino-quinazolin-7-ylmethyl)-4-[3-(5-chloro-thiophen-2-yl)-allyl]-3,5-dimethyl-piperazin-2-one trifluoroacetic acid salt (30.8 mg) and is isolated as a yellow solid with a melting point of 69-72° C. C22H24ClN5OS MS m/z: 442, 444. The minor epimer is assigned as (3S, 5R)-1-(4-Amino-quinazolin-7-ylmethyl)-4-[3-(5-chloro-thiophen-2-yl)-allyl]-3,5-dimethyl-piperazin-2-one trifluoroacetic acid salt (13.1 mg) with a melting point of 67-70° C. C22H24ClN5OS ... Reactants: [Br-], C1CCOC1, C[Mg+], CON(C)C(=O)c1ccc(C(F)(F)F)nc1, Cc1ccccc1, C1CCOC1. Product: CC(=O)c1ccc(C(F)(F)F)nc1. Reaction SMILES: [Br-:17].[CH2:27]1[O:28][CH2:29][CH2:30][CH2:31]1.[CH3:18][Mg+:19].[CH3:1][O:2][N:3]([C:4]([c:5]1[cH:6][n:7][c:8]([C:11]([F:12])([F:13])[F:14])[cH:9][cH:10]1)=[O:15])[CH3:16].[CH3:20][c:21]1[cH:22][cH:23][cH:24][cH:25][cH:26]1.[O:32]1[CH2:33][CH2:34][CH2:35][CH2:36]1>>[C:4]([c:5]1[cH:6][n:7][c:8]([C:11]([F:12])([F:13])[F:14])[cH:9][cH:10]1)(=[O:15])[CH3:20]. As a reaction SMILES: Cl[C:2]1[C:3]2[CH2:16][CH2:15][N:14]([C:17]3[CH:18]=[N:19][CH:20]=[CH:21][CH:22]=3)[C:4]=2[N:5]=[C:6]([N:8]2[CH2:13][CH2:12][O:11][CH2:10][CH2:9]2)[N:7]=1.[C:23]([NH:30][CH2:31][C:32]1[CH:37]=[CH:36][C:35](B(O)O)=[CH:34][CH:33]=1)([O:25][C:26]([CH3:29])([CH3:28])[CH3:27])=[O:24].B(O)O>>[C:26]([O:25][C:23]([NH:30][CH2:31][C:32]1[CH:37]=[CH:36][C:35]([C:2]2[C:3]3[CH2:16][CH2:15][N:14]([C:17]4[CH:18]=[N:19][CH:20]=[CH:21][CH:22]=4)[C:4]=3[N:5]=[C:6]([N:8]3[CH2:13][CH2:12][O:11][CH2:10][CH2:9]3)[N:7]=2)=[CH:34][CH:33]=1)=[O:24])([CH3:29])([CH3:27])[CH3:28]. Starting materials: ClC=1C2=C(N=C(N1)N1CCOCC1)N(CC2)C=2C=NC=CC2 (4-chloro-2-morpholin-4-yl-7-pyridin-3-yl-6,7-dihydro-5H-pyrrolo[2,3-d]pyrimidine), C(=O)(OC(C)(C)C)NCC1=CC=C(C=C1)B(O)O ([4-(N-Boc-aminomethyl)phenyl]boronic acid), B(O)O (boronic acid). Yields the product C(C)(C)(C)OC(=O)NCC1=CC=C(C=C1)C=1C2=C(N=C(N1)N1CCOCC1)N(CC2)C=2C=NC=CC2 (4-(4-tert-butoxycarbonylaminomethyl-phenyl)-2-(morpholin-4-yl)-7-(pyridin-3-yl)-6,7-dihydro-5H-pyrrolo[2,3-d]pyrimidine). Reported procedure: In the same manner as Example 1-B-10, using 4-chloro-2-morpholin-4-yl-7-pyridin-3-yl-6,7-dihydro-5H-pyrrolo[2,3-d]pyrimidine, and [4-(N-Boc-aminomethyl)phenyl]boronic acid as a boronic acid, 4-(4-tert-butoxycarbonylaminomethyl-phenyl)-2-(morpholin-4-yl)-7-(pyridin-3-yl)-6,7-dihydro-5H-pyrrolo[2,3-d]pyrimidine was obtained. This was dissolved in 1N hydrochloric acid-acetic acid, followed by stirring at room temperature for 40 minutes, and diethyl ether was added to the reaction mixture, to filter... Reactants: O=C1NC2=CC=CC=C2C(C1)C(=O)O (2-oxo-1,2,3,4-tetrahydroquinoline-4-carboxylic acid), CN(C1=CC=C(C=C1)CNC1=CC=C(C=C1)C(C)C)C ([(4-dimethylaminophenyl)methyl](4-isopropylphenyl)amine). Product: CN(C1=CC=C(C=C1)CN(C(=O)C1CC(NC2=CC=CC=C12)=O)C1=CC=C(C=C1)C(C)C)C (N-[(4-dimethylaminophenyl)methyl]-N-(4-isopropylphenyl)-2-oxo-1,2,3,4-tetrahydroquinoline-4-carboxamide). The yield is 52.1%. RXN SMILES: [O:1]=[C:2]1[CH2:11][CH:10]([C:12]([OH:14])=O)[C:9]2[C:4](=[CH:5][CH:6]=[CH:7][CH:8]=2)[NH:3]1.[CH3:15][N:16]([CH3:34])[C:17]1[CH:22]=[CH:21][C:20]([CH2:23][NH:24][C:25]2[CH:30]=[CH:29][C:28]([CH:31]([CH3:33])[CH3:32])=[CH:27][CH:26]=2)=[CH:19][CH:18]=1>>[CH3:15][N:16]([CH3:34])[C:17]1[CH:18]=[CH:19][C:20]([CH2:23][N:24]([C:25]2[CH:30]=[CH:29][C:28]([CH:31]([CH3:32])[CH3:33])=[CH:27][CH:26]=2)[C:12]([CH:10]2[C:9]3[C:4](=[CH:5][CH:6]=[CH:7][CH:8]=3)[NH:3][C:2](=[O:1])[CH2:11]2)=[O:14])=[CH:21][CH:22]=1. Reported procedure: By the reaction and treatment in the same manner as in Example 1 using 2-oxo-1,2,3,4-tetrahydroquinoline-4-carboxylic acid (0.5 g) and [(4-dimethylaminophenyl)methyl](4-isopropylphenyl)amine (0.7 g) as starting materials, N-[(4-dimethylaminophenyl)methyl]-N-(4-isopropylphenyl)-2-oxo-1,2,3,4-tetrahydroquinoline-4-carboxamide (0.6 g) was obtained. melting point: 170° C. Reactants: C(C)(=O)C=1C(=C(NC(=O)C2=NN=NN2CC2=CC=CC=C2)C=C(C1)C)O (3'-acetyl-1-benzyl-2'-hydroxy-5'-methyl-1H-tetrazole-5-carboxanilide). Reagents/catalysts: [Pd] (palladium on charcoal). The solvent is C(C)(=O)O (acetic acid). Conditions: time 12 hour. Yields the product C(C)(=O)C=1C(=C(NC(=O)C2=NN=NN2)C=C(C1)C)O (3'-acetyl-2'-hydroxy-5'-methyltetrazole-5-carboxanilide). Isolated yield 16.8%. Reaction SMILES: [C:1]([C:4]1[C:5]([OH:26])=[C:6]([CH:22]=[C:23]([CH3:25])[CH:24]=1)[NH:7][C:8]([C:10]1[N:14](CC2C=CC=CC=2)[N:13]=[N:12][N:11]=1)=[O:9])(=[O:3])[CH3:2]>C(O)(=O)C.[Pd]>[C:1]([C:4]1[C:5]([OH:26])=[C:6]([CH:22]=[C:23]([CH3:25])[CH:24]=1)[NH:7][C:8]([C:10]1[NH:14][N:13]=[N:12][N:11]=1)=[O:9])(=[O:3])[CH3:2]. Reported procedure: A solution of 3'-acetyl-1-benzyl-2'-hydroxy-5'-methyl-1H-tetrazole-5-carboxanilide (1.6 g) in glacial acetic acid (73 ml) was hydrogenated at 55° C. and 4.1 kg/cm2 for 12 hours, using a catalyst of palladium on charcoal (5% w/w). The mixture was filtered and the filtrate was evaporated in vacuo to give a solid residue, which was purified by chromatography on a column of silica gel, using a mixture of chloroform, methanol and formic acid (86:10:4 by volume) is eluant. The fastest moving fraction ... Reactants: C(C#C)(=O)OCC (Ethyl propiolate), C1(CCCCC1)C1=CC=C(OCC2(CNC(O2)=N)C)C=C1 (5-(4-cyclohexyl-phenoxymethyl)-5-methyl-oxazolidin-2-ylideneamine), C(C)O (ethanol). Run in C(C)(C)(C)O (t-butanol). Conditions: temperature 80 celsius. The product is C1(CCCCC1)C1=CC=C(OCC2(CN3C(=NC(C=C3)=O)O2)C)C=C1 (2-(4-Cyclohexyl-phenoxymethyl)-2-methyl-2,3-dihydro-oxazolo[3,2-a]pyrimidin-7-one). As a reaction SMILES: [CH:1]1([C:7]2[CH:21]=[CH:20][C:10]([O:11][CH2:12][C:13]3([CH3:19])[O:17][C:16](=[NH:18])[NH:15][CH2:14]3)=[CH:9][CH:8]=2)[CH2:6][CH2:5][CH2:4][CH2:3][CH2:2]1.[C:22](OCC)(=[O:25])[C:23]#[CH:24].C(O)C>C(O)(C)(C)C>[CH:1]1([C:7]2[CH:21]=[CH:20][C:10]([O:11][CH2:12][C:13]3([CH3:19])[O:17][C:16]4=[N:18][C:22](=[O:25])[CH:23]=[CH:24][N:15]4[CH2:14]3)=[CH:9][CH:8]=2)[CH2:2][CH2:3][CH2:4][CH2:5][CH2:6]1. Procedure: A suspension of 5-(4-cyclohexyl-phenoxymethyl)-5-methyl-oxazolidin-2-ylideneamine (1.11 g, 3.85 mmol) in 15 ml of t-butanol was heated to 80° C. All of the suspension dissolved. Ethyl propiolate (0.51 ml, 5.0 mmol) was added followed by 5 ml of ethanol. The reaction mixture was heated at reflux for 8 hrs. An off-white precipitate gradually came out of the solution. The reaction was cooled to room temperature and the solid isolated by filtration and washed with ether to provide the title compound... The reactants are O=C([O-])[O-], CCCI, [K+], [K+], CN(C)C=O, O, O=Cc1cccc(O)c1O. The product is CCCOc1c(O)cccc1C=O. As a reaction SMILES: [C:11](=[O:12])([O-:13])[O-:14].[I:17][CH2:18][CH2:19][CH3:20].[K+:15].[K+:16].[O:22]=[CH:23][N:24]([CH3:25])[CH3:26].[OH2:21].[OH:1][c:2]1[c:3]([CH:4]=[O:5])[cH:6][cH:7][cH:8][c:9]1[OH:10]>>[O:1]([c:2]1[c:3]([CH:4]=[O:5])[cH:6][cH:7][cH:8][c:9]1[OH:10])[CH2:18][CH2:19][CH3:20].